This data is from the Open Reaction Database (ORD), a public repository of structured organic reaction records. The task is: describe an organic reaction: reactants, conditions, products, and yield Starting materials: [NH3+]C1CCCCC1OCC(=O)O, CCOCC, [Cl-], [Na+], [OH-], Cc1ccc(S(=O)(=O)Cl)cc1. The product is Cc1ccc(S(=O)(=O)NC2CCCCC2OCC(=O)O)cc1. As a reaction SMILES: [C:2](=[O:3])([OH:4])[CH2:5][O:6][CH:7]1[CH:8]([NH3+:13])[CH2:9][CH2:10][CH2:11][CH2:12]1.[CH3:27][CH2:28][O:29][CH2:30][CH3:31].[Cl-:1].[Na+:26].[OH-:25].[c:14]1([CH3:24])[cH:15][cH:16][c:17]([S:20](=[O:21])(=[O:22])[Cl:23])[cH:18][cH:19]1>>[C:2](=[O:3])([OH:4])[CH2:5][O:6][CH:7]1[CH:8]([NH:13][S:20]([c:17]2[cH:16][cH:15][c:14]([CH3:24])[cH:19][cH:18]2)(=[O:21])=[O:22])[CH2:9][CH2:10][CH2:11][CH2:12]1. Starting materials: COc1cc(OC)nc(OC2C(=O)OCC2(C)C)n1, CCO, [Na+], [OH-]. The product is COc1cc(OC)nc(OC(C(=O)O)C(C)(C)CO)n1. Reaction SMILES: [CH3:1][O:2][c:3]1[n:4][c:5]([O:11][CH:12]2[C:13](=[O:14])[O:15][CH2:16][C:17]2([CH3:18])[CH3:19])[n:6][c:7]([O:9][CH3:10])[cH:8]1.[CH3:22][CH2:23][OH:24].[Na+:21].[OH-:20]>>[CH3:1][O:2][c:3]1[n:4][c:5]([O:11][CH:12]([C:13](=[O:14])[OH:20])[C:17]([CH2:16][OH:15])([CH3:18])[CH3:19])[n:6][c:7]([O:9][CH3:10])[cH:8]1. Reactants: [BH4-], C1CCOC1, CO, CCOC(C)=O, Cc1cc(Cl)c(OCCOc2ccc(CC(C#N)c3ccc(-c4ccccc4Cl)cc3C)cc2)c(Cl)c1, [Na+], [Na+], [OH-]. Product: Cc1cc(Cl)c(OCCOc2ccc(CC(CN)c3ccc(-c4ccccc4Cl)cc3C)cc2)c(Cl)c1. RXN SMILES: [BH4-:38].[CH2:42]1[O:43][CH2:44][CH2:45][CH2:46]1.[CH3:40][OH:41].[CH3:49][CH2:50][O:51][C:52]([CH3:53])=[O:54].[Cl:1][c:2]1[c:3](-[c:8]2[cH:9][c:10]([CH3:37])[c:11]([CH:14]([C:15]#[N:16])[CH2:17][c:18]3[cH:19][cH:20][c:21]([O:24][CH2:25][CH2:26][O:27][c:28]4[c:29]([Cl:36])[cH:30][c:31]([CH3:35])[cH:32][c:33]4[Cl:34])[cH:22][cH:23]3)[cH:12][cH:13]2)[cH:4][cH:5][cH:6][cH:7]1.[Na+:39].[Na+:48].[OH-:47]>>[Cl:1][c:2]1[c:3](-[c:8]2[cH:9][c:10]([CH3:37])[c:11]([CH:14]([CH2:15][NH2:16])[CH2:17][c:18]3[cH:19][cH:20][c:21]([O:24][CH2:25][CH2:26][O:27][c:28]4[c:29]([Cl:36])[cH:30][c:31]([CH3:35])[cH:32][c:33]4[Cl:34])[cH:22][cH:23]3)[cH:12][cH:13]2)[cH:4][cH:5][cH:6][cH:7]1. The reactants are CC[Zn]CC, C=COc1ccc(OC(F)(F)F)cc1I, ClCI, ClCCCl. The product is FC(F)(F)Oc1ccc(OC2CC2)c(I)c1. As a reaction SMILES: [CH2:19]([Zn:20][CH2:21][CH3:22])[CH3:23].[CH:1](=[CH2:2])[O:3][c:4]1[c:5]([I:15])[cH:6][c:7]([O:10][C:11]([F:12])([F:13])[F:14])[cH:8][cH:9]1.[Cl:16][CH2:17][I:18].[Cl:24][CH2:25][CH2:26][Cl:27]>>[CH:1]1([O:3][c:4]2[c:5]([I:15])[cH:6][c:7]([O:10][C:11]([F:12])([F:13])[F:14])[cH:8][cH:9]2)[CH2:2][CH2:17]1. Starting materials: C(C1=CC=CC=C1)(=O)O (benzoic acid), NO (NH2OH), NO (hydroxylamine), NO (hydroxylamine). The yield is 96.8%. Procedure: A solution of hydroxylamine in methanol prepared as in example 31 was used (4.1 g NH2OH in 100 mL solution). The hydroxylamine solution (41 mL) was placed in a 250 mL Erlenmeyer flask furnished with magnetic stirring bar and was kept cooled in ice-water bath (about 10° C.). The pH was 7.6. A solution of benzoic acid (6.1 g; 0.05 mol) in absolute methanol (50 mL) was slowly added with stirring (pH 6.3). The clear mixture was then stirred for one hour at room temperature and then carefully evapora... Run in CO (methanol), ice water, CO (methanol), solution. RXN SMILES: [NH2:1][OH:2].[C:3]([OH:11])(=[O:10])[C:4]1[CH:9]=[CH:8][CH:7]=[CH:6][CH:5]=1>CO>[C:3]([O-:11])(=[O:10])[C:4]1[CH:9]=[CH:8][CH:7]=[CH:6][CH:5]=1.[OH:2][NH3+:1] |f:3.4|. Yields the product C(C1=CC=CC=C1)(=O)[O-].O[NH3+] (Hydroxylammonium Benzoate). Starting materials: C(CCC)[Li] (n-Butyllithium), [Si](C)(C)(C(C)(C)C)OCCCCCCCC#C (9-(t-Butyl dimethylsilyloxy)-1-nonyne), COCOC1=CC=C2C(C(COC2=C1)(C)C1=CC=C(C=C1)OCOC)=O (7-methoxymethoxy-3-(4-methoxymethoxyphenyl)-3-methylchroman-4-one). Solvent: O1CCCC1 (tetrahydrofuran), O1CCCC1 (tetrahydrofuran). Reaction conditions: temperature -20 celsius, time 80 minute. Yields the product [Si](C)(C)(C(C)(C)C)OCCCCCCCC#CC1(C(COC2=CC(=CC=C12)OCOC)(C)C1=CC=C(C=C1)OCOC)O (4-[9(t-butyldimethylsilyloxy)-1-nonynyl]-4-hydroxy-7-methoxymethoxy-3-(4-methoxymethoxyphenyl)-3-methylchroman). Yield: 98.5%. RXN SMILES: [Si:1]([O:8][CH2:9][CH2:10][CH2:11][CH2:12][CH2:13][CH2:14][CH2:15][C:16]#[CH:17])([C:4]([CH3:7])([CH3:6])[CH3:5])([CH3:3])[CH3:2].C([Li])CCC.[CH3:23][O:24][CH2:25][O:26][C:27]1[CH:36]=[C:35]2[C:30]([C:31](=[O:48])[C:32]([C:38]3[CH:43]=[CH:42][C:41]([O:44][CH2:45][O:46][CH3:47])=[CH:40][CH:39]=3)([CH3:37])[CH2:33][O:34]2)=[CH:29][CH:28]=1>O1CCCC1>[Si:1]([O:8][CH2:9][CH2:10][CH2:11][CH2:12][CH2:13][CH2:14][CH2:15][C:16]#[C:17][C:31]1([OH:48])[C:30]2[C:35](=[CH:36][C:27]([O:26][CH2:25][O:24][CH3:23])=[CH:28][CH:29]=2)[O:34][CH2:33][C:32]1([C:38]1[CH:39]=[CH:40][C:41]([O:44][CH2:45][O:46][CH3:47])=[CH:42][CH:43]=1)[CH3:37])([C:4]([CH3:5])([CH3:6])[CH3:7])([CH3:3])[CH3:2]. Procedure: 9-(t-Butyl dimethylsilyloxy)-1-nonyne (7.1 g, 27.9 mmol) was dissolved in dry tetrahydrofuran (70 mL) under argon atmosphere, which was then cooled down to −78° C. n-Butyllithium (15.1 ml, 25.1 mmol, 1.66 mol/l solution in tetrahydrofuran) was slowly added dropwise thereto, and the mixture was stirred at −20° C. for 80 minutes. To this mixture was added dropwise 7-methoxymethoxy-3-(4-methoxymethoxyphenyl)-3-methylchroman-4-one (2.0 g, 5.58 mmol) dissolved in dry tetrahydrofuran (15 mL) at −20° C... Reactants: CNCC1=C2C(=CN=C1)N(C=C2)COCC[Si](C)(C)C (N-methyl(1-((2-(trimethylsilyl)ethoxy)methyl)-1H-pyrrolo[2,3-c]pyridin-4-yl)methanamine), ClC1=NC=CC(=N1)NC1=NNC(=C1)C1CC1 (2-chloro-N-(5-cyclopropyl-1H-pyrazol-3-yl)pyrimidin-4-amine), CCN(C(C)C)C(C)C (DIPEA). Solvent: CC(C)C(C(C)C)O (2,4-dimethylpentan-3-ol). Reaction conditions: temperature 140 celsius. The product is C1(CC1)C1=CC(=NN1)NC1=NC(=NC=C1)N(CC1=C2C(=CN=C1)N(C=C2)COCC[Si](C)(C)C)C (N4-(5-cyclopropyl-1H-pyrazol-3-yl)-N2-methyl-N2-((1-((2-(trimethylsilyl)ethoxy)methyl)-1H-pyrrolo[2,3-c]pyridin-4-yl)methyl)pyrimidine-2,4-diamine). The yield is 57.9%. RXN SMILES: [CH3:1][NH:2][CH2:3][C:4]1[CH:9]=[N:8][CH:7]=[C:6]2[N:10]([CH2:13][O:14][CH2:15][CH2:16][Si:17]([CH3:20])([CH3:19])[CH3:18])[CH:11]=[CH:12][C:5]=12.Cl[C:22]1[N:27]=[C:26]([NH:28][C:29]2[CH:33]=[C:32]([CH:34]3[CH2:36][CH2:35]3)[NH:31][N:30]=2)[CH:25]=[CH:24][N:23]=1.CCN(C(C)C)C(C)C>CC(C(O)C(C)C)C>[CH:34]1([C:32]2[NH:31][N:30]=[C:29]([NH:28][C:26]3[CH:25]=[CH:24][N:23]=[C:22]([N:2]([CH3:1])[CH2:3][C:4]4[CH:9]=[N:8][CH:7]=[C:6]5[N:10]([CH2:13][O:14][CH2:15][CH2:16][Si:17]([CH3:20])([CH3:19])[CH3:18])[CH:11]=[CH:12][C:5]=45)[N:27]=3)[CH:33]=2)[CH2:36][CH2:35]1. Reported procedure: A mixture of N-methyl(1-((2-(trimethylsilyl)ethoxy)methyl)-1H-pyrrolo[2,3-c]pyridin-4-yl)methanamine (110 mg, 0.38 mmol), 2-chloro-N-(5-cyclopropyl-1H-pyrazol-3-yl)pyrimidin-4-amine (107 mg, 0.454 mmol), DIPEA (146 mg, 1.134 mmol) in 2,4-dimethylpentan-3-ol (2.0 mL) in a sealed tube was heated at 140° C. overnight. The reaction mixture was concentrated under reduced pressure. The residue was purified by SiO2 chromatography eluting with DCM/MeOH (10:1) to afford 108 mg of N4-(5-cyclopropyl-1H-pyr... The reactants are C#Cc1cc([N+](=O)[O-])ccc1F, CCO. Product: C=Cc1cc([N+](=O)[O-])ccc1F. Reaction SMILES: [C:1](#[CH:2])[c:3]1[c:4]([F:12])[cH:5][cH:6][c:7]([N+:9](=[O:10])[O-:11])[cH:8]1.[CH3:13][CH2:14][OH:15]>>[CH:1](=[CH2:2])[c:3]1[c:4]([F:12])[cH:5][cH:6][c:7]([N+:9](=[O:10])[O-:11])[cH:8]1. Reactants: CO, O=C1CCC2(OCCCc3ccccc3)C3Cc4cccc5c4C2(CCN3CC2CC2)C1O5, [Cl-], [NH4+], [Zn]. Yields the product O=C1CCC2(OCCCc3ccccc3)C3Cc4cccc(O)c4C2(CCN3CC2CC2)C1. As a reaction SMILES: [CH3:36][OH:37].[CH:3]1([CH2:6][N:7]2[CH:8]3[C:9]4([O:26][CH2:27][CH2:28][CH2:29][c:30]5[cH:31][cH:32][cH:33][cH:34][cH:35]5)[CH2:10][CH2:11][C:12](=[O:25])[CH:13]5[C:14]4([c:15]4[c:16]([cH:17][cH:18][cH:19][c:20]4[CH2:21]3)[O:22]5)[CH2:23][CH2:24]2)[CH2:4][CH2:5]1.[Cl-:1].[NH4+:2].[Zn:38]>>[CH:3]1([CH2:6][N:7]2[CH:8]3[C:9]4([O:26][CH2:27][CH2:28][CH2:29][c:30]5[cH:31][cH:32][cH:33][cH:34][cH:35]5)[CH2:10][CH2:11][C:12](=[O:25])[CH2:13][C:14]4([c:15]4[c:16]([OH:22])[cH:17][cH:18][cH:19][c:20]4[CH2:21]3)[CH2:23][CH2:24]2)[CH2:4][CH2:5]1.